From a dataset of the Open Reaction Database (ORD), a public repository of structured organic reaction records. describe an organic reaction: reactants, conditions, products, and yield Starting materials: [BH4-], O=C([O-])O, CCO, Cc1ccc(C2=CC(=O)CN(C)C2)cc1, Cl, [Na+], [Na+]. Yields the product Cc1ccc(C2=CC(O)CN(C)C2)cc1. Reaction SMILES: [BH4-:22].[C:17](=[O:18])([OH:19])[O-:20].[CH3:24][CH2:25][OH:26].[CH3:2][c:3]1[cH:4][cH:5][c:6]([C:9]2=[CH:10][C:11](=[O:16])[CH2:12][N:13]([CH3:15])[CH2:14]2)[cH:7][cH:8]1.[ClH:1].[Na+:21].[Na+:23]>>[CH3:2][c:3]1[cH:4][cH:5][c:6]([C:9]2=[CH:10][CH:11]([OH:16])[CH2:12][N:13]([CH3:15])[CH2:14]2)[cH:7][cH:8]1. The reactants are COCCl (chloromethyl methyl ether), [Cl-].[NH4+] (ammonium chloride), CC1=C(C(=CC=C1)C)C1=CC(=CC=C1)COC1=CC=C(C=N1)C(CCOC(C1=CC=CC=C1)(C1=CC=CC=C1)C1=CC=CC=C1)O (1-{6-[(2′,6′-Dimethylbiphenyl-3-yl)methoxy]pyridin-3-yl}-3-(trityloxy)propan-1-ol), [H-].[Na+] (sodium hydride). The reagents and catalysts are [I-].C(CCC)[N+](CCCC)(CCCC)CCCC (tetra-n-butyl ammonium iodide). Solvent: CN(C=O)C (dimethylformamide). Reaction conditions: temperature 0 celsius, time 50 minute. Yields the product CC1=C(C(=CC=C1)C)C1=CC(=CC=C1)COC1=NC=C(C=C1)C(CCOC(C1=CC=CC=C1)(C1=CC=CC=C1)C1=CC=CC=C1)OCOC (2-[(2′,6′-Dimethylbiphenyl-3-yl)methoxy]-5-[1-(methoxymethoxy)-3-(trityloxy)propyl]pyridine). Isolated yield 32.0%. As a reaction SMILES: [CH3:1][C:2]1[CH:7]=[CH:6][CH:5]=[C:4]([CH3:8])[C:3]=1[C:9]1[CH:14]=[CH:13][CH:12]=[C:11]([CH2:15][O:16][C:17]2[N:22]=[CH:21][C:20]([CH:23]([OH:46])[CH2:24][CH2:25][O:26][C:27]([C:40]3[CH:45]=[CH:44][CH:43]=[CH:42][CH:41]=3)([C:34]3[CH:39]=[CH:38][CH:37]=[CH:36][CH:35]=3)[C:28]3[CH:33]=[CH:32][CH:31]=[CH:30][CH:29]=3)=[CH:19][CH:18]=2)[CH:10]=1.[H-].[Na+].[CH3:49][O:50][CH2:51]Cl.[Cl-].[NH4+]>CN(C)C=O.[I-].C([N+](CCCC)(CCCC)CCCC)CCC>[CH3:1][C:2]1[CH:7]=[CH:6][CH:5]=[C:4]([CH3:8])[C:3]=1[C:9]1[CH:14]=[CH:13][CH:12]=[C:11]([CH2:15][O:16][C:17]2[CH:18]=[CH:19][C:20]([CH:23]([O:46][CH2:49][O:50][CH3:51])[CH2:24][CH2:25][O:26][C:27]([C:34]3[CH:35]=[CH:36][CH:37]=[CH:38][CH:39]=3)([C:40]3[CH:41]=[CH:42][CH:43]=[CH:44][CH:45]=3)[C:28]3[CH:29]=[CH:30][CH:31]=[CH:32][CH:33]=3)=[CH:21][N:22]=2)[CH:10]=1 |f:1.2,4.5,7.8|. Procedure details: 1-{6-[(2′,6′-Dimethylbiphenyl-3-yl)methoxy]pyridin-3-yl}-3-(trityloxy)propan-1-ol (250 mg, 0.413 mmol) produced in Example 31 (31C) was dissolved in dimethylformamide (2.5 mL), and sodium hydride (about 63%, oily, 32 mg, 0.83 mmol) was added thereto at 0° C., and then, the resulting mixture was stirred under a nitrogen atmosphere at 0° C. for 50 minutes. Thereafter, chloromethyl methyl ether (0.063 mL, 0.825 mmol) and tetra-n-butyl ammonium iodide (8.0 mg, 0.021 mmol) were sequentially added the...